From a dataset of the Open Reaction Database (ORD), a public repository of structured organic reaction records. describe an organic reaction: reactants, conditions, products, and yield Reactants: Cn1c(-c2ccc(OCCCN3CCCCC3)cc2O)nc2cc(Br)ccc2c1=O, O=C([O-])[O-], CCOC(C)=O, [K+], [K+], Cc1ccc(S(=O)(=O)OCCF)cc1, CN(C)C=O. The product is Cn1c(-c2ccc(OCCCN3CCCCC3)cc2OCCF)nc2cc(Br)ccc2c1=O. Reaction SMILES: [Br:1][c:2]1[cH:3][cH:4][c:5]2[c:6](=[O:30])[n:7]([CH3:29])[c:8](-[c:12]3[c:13]([OH:28])[cH:14][c:15]([O:18][CH2:19][CH2:20][CH2:21][N:22]4[CH2:23][CH2:24][CH2:25][CH2:26][CH2:27]4)[cH:16][cH:17]3)[n:9][c:10]2[cH:11]1.[C:31](=[O:32])([O-:33])[O-:34].[CH3:56][CH2:57][O:58][C:59](=[O:60])[CH3:61].[K+:35].[K+:36].[O:37]([S:38]([c:39]1[cH:40][cH:41][c:42]([CH3:43])[cH:44][cH:45]1)(=[O:46])=[O:47])[CH2:48][CH2:49][F:50].[O:51]=[CH:52][N:53]([CH3:54])[CH3:55]>>[Br:1][c:2]1[cH:3][cH:4][c:5]2[c:6](=[O:30])[n:7]([CH3:29])[c:8](-[c:12]3[c:13]([O:28][CH2:48][CH2:49][F:50])[cH:14][c:15]([O:18][CH2:19][CH2:20][CH2:21][N:22]4[CH2:23][CH2:24][CH2:25][CH2:26][CH2:27]4)[cH:16][cH:17]3)[n:9][c:10]2[cH:11]1. The reactants are C(C)OC(=O)[C@@H]1[C@H](O1)C(=O)O ((2S,3S)-3-ethoxycarbonyloxirane-2-carboxylic acid), C1(=CC=CC=C1)C(OC[C@H](CC(C)C)N)C1=CC=CC=C1 (1-(S)-(diphenylmethoxy)methyl-3-methylbutylamine). Product: C1(=CC=CC=C1)C(OC[C@H](CC(C)C)NC(=O)[C@@H]1[C@H](O1)C(=O)OCC)C1=CC=CC=C1 (Ethyl (2S,3S)-3-[[1-(S)-diphenylmethoxymethyl-3-methylbutyl]carbamoyl]oxirane-2-carboxylate). As a reaction SMILES: [CH2:1]([O:3][C:4]([C@H:6]1[O:8][C@@H:7]1[C:9]([OH:11])=O)=[O:5])[CH3:2].[C:12]1([CH:18]([C:27]2[CH:32]=[CH:31][CH:30]=[CH:29][CH:28]=2)[O:19][CH2:20][C@@H:21]([NH2:26])[CH2:22][CH:23]([CH3:25])[CH3:24])[CH:17]=[CH:16][CH:15]=[CH:14][CH:13]=1>>[C:12]1([CH:18]([C:27]2[CH:32]=[CH:31][CH:30]=[CH:29][CH:28]=2)[O:19][CH2:20][C@@H:21]([NH:26][C:9]([C@H:7]2[O:8][C@@H:6]2[C:4]([O:3][CH2:1][CH3:2])=[O:5])=[O:11])[CH2:22][CH:23]([CH3:25])[CH3:24])[CH:13]=[CH:14][CH:15]=[CH:16][CH:17]=1. Reported procedure: The procedures of Example 1a were repeated employing (2S,3S)-3-ethoxycarbonyloxirane-2-carboxylic acid and 1-(S)-(diphenylmethoxy)methyl-3-methylbutylamine (its preparation is described in the after-mentioned Reference Example 3), to prepare the titled compound The reactants are resultant suspension, C(#N)C1NC1 (2-cyanoaziridine), C1(=CC=CC=C1)C (toluene), C (charcoal), C1(=CC=CC=C1)C (toluene), C(C=CC1=CC=CC=C1)(=O)N=C=O (cinnamoyl isocyanate), crude product. Solvent: C(C)(=O)OCC (ethyl acetate). The product is C(C=CC1=CC=CC=C1)(=O)NC(=O)N1C(C1)C#N (1-(N-Cinnamoyl-carbamoyl)-2-cyanoaziridine). Reaction SMILES: [C:1]([CH:3]1[CH2:5][NH:4]1)#[N:2].C1(C)C=CC=CC=1.[C:13]([N:23]=[C:24]=[O:25])(=[O:22])[CH:14]=[CH:15][C:16]1[CH:21]=[CH:20][CH:19]=[CH:18][CH:17]=1.C>C(OCC)(=O)C>[C:13]([NH:23][C:24]([N:4]1[CH2:5][CH:3]1[C:1]#[N:2])=[O:25])(=[O:22])[CH:14]=[CH:15][C:16]1[CH:21]=[CH:20][CH:19]=[CH:18][CH:17]=1. Procedure details: A solution of 0.98 g. 2-cyanoaziridine in 20 ml. toluene is added dropwise, while stirring, at 20° to 30° C. to 2.5 g. cinnamoyl isocyanate dissolved in 20 ml. toluene. The resultant suspension is stirred for 1 hour at ambient temperature, then filtered off with suction and washed with toluene. The crystals obtained are triturated with anhydrous diethyl ether and dried for 1 hour at 50° C. in a vacuum to give 1.9 g. of crude product; m.p. 134°-136° C. This crude product is boiled with 50 ml. eth...